From a dataset of the Open Reaction Database (ORD), a public repository of structured organic reaction records. describe an organic reaction: reactants, conditions, products, and yield Reactants: CNC, Cl, [K+], [K+], O=N[O-], COC(=O)c1sccc1N, [Na+], O=C([O-])[O-], O. Product: COC(=O)c1sccc1N=NN(C)C. Reaction SMILES: [CH3:22][NH:23][CH3:24].[ClH:11].[K+:16].[K+:17].[N:12]([O-:13])=[O:14].[NH2:1][c:2]1[c:3]([C:7](=[O:8])[O:9][CH3:10])[s:4][cH:5][cH:6]1.[Na+:15].[O-:18][C:19]([O-:20])=[O:21].[OH2:25]>>[N:1]([c:2]1[c:3]([C:7](=[O:8])[O:9][CH3:10])[s:4][cH:5][cH:6]1)=[N:12][N:23]([CH3:22])[CH3:24]. The reactants are O=C1CCC=2OC=C(C21)C(=O)O (4-oxo-5,6-dihydro-4H cylopenta[b]furan-3-carboxylic acid), C(C)OC1=CC=C(N)C=C1 (4-ethoxyaniline). Product: C(C)OC1=CC=C(C=C1)NC(=O)C=1C2=C(OC1)CCC2=O (4-Oxo-5,6-dihydro-4H-cyclopenta[b]furan-3-carboxylic acid (4-ethoxy-phenyl)-amide). Reaction SMILES: [O:1]=[C:2]1[C:9]2[C:8]([C:10]([OH:12])=O)=[CH:7][O:6][C:5]=2[CH2:4][CH2:3]1.[CH2:13]([O:15][C:16]1[CH:22]=[CH:21][C:19]([NH2:20])=[CH:18][CH:17]=1)[CH3:14]>>[CH2:13]([O:15][C:16]1[CH:22]=[CH:21][C:19]([NH:20][C:10]([C:8]2[C:9]3[C:2](=[O:1])[CH2:3][CH2:4][C:5]=3[O:6][CH:7]=2)=[O:12])=[CH:18][CH:17]=1)[CH3:14]. Reported procedure: Starting from 4-oxo-5,6-dihydro-4H cylopenta[b]furan-3-carboxylic acid and 4-ethoxyaniline, General Procedure B provided the title compound: The reactants are CC(C)(C)OC(=O)Nc1ccc(CNC(=O)c2cccc3c2cnn3-c2ccc(F)cc2)cn1, CC(C)(C)N(C(=O)[O-])c1ccc(CN)cn1, [Cl-], Cl, C1COCCO1. The product is Nc1ccc(CNC(=O)c2cccc3c2cnn3-c2ccc(F)cc2)cn1. RXN SMILES: [C:1]([O:2][C:3](=[O:4])[NH:7][c:8]1[n:9][cH:10][c:11]([CH2:14][NH:15][C:16](=[O:17])[c:18]2[c:19]3[cH:20][n:21][n:22](-[c:27]4[cH:28][cH:29][c:30]([F:33])[cH:31][cH:32]4)[c:23]3[cH:24][cH:25][cH:26]2)[cH:12][cH:13]1)([CH3:5])([CH3:6])[CH3:34].[C:36]([N:37]([c:38]1[cH:39][cH:40][c:41]([CH2:42][NH2:43])[cH:44][n:45]1)[C:46](=[O:47])[O-:48])([CH3:49])([CH3:50])[CH3:51].[Cl-:35].[ClH:52].[O:53]1[CH2:54][CH2:55][O:56][CH2:57][CH2:58]1>>[NH2:7][c:8]1[n:9][cH:10][c:11]([CH2:14][NH:15][C:16](=[O:17])[c:18]2[c:19]3[cH:20][n:21][n:22](-[c:27]4[cH:28][cH:29][c:30]([F:33])[cH:31][cH:32]4)[c:23]3[cH:24][cH:25][cH:26]2)[cH:12][cH:13]1. The reactants are COC1=CC2=C(C(CN(CC2)S(=O)(=O)C2=CC=C(C=C2)C)=O)C=C1 (7-Methoxy-3-(toluene-4-sulfonyl)-2,3,4,5-tetrahydro-benzo[d]azepin-1-one), C(C)[SiH](CC)CC (Triethylsilane). Run in FC(C(=O)O)(F)F (trifluoroacetic acid). Conditions: temperature 0 celsius. Product: COC1=CC2=C(CCN(CC2)S(=O)(=O)C2=CC=C(C=C2)C)C=C1 (7-Methoxy-3-(toluene-4-sulfonyl)-2,3,4,5-tetrahydro-1H-benzo[d]azepine). RXN SMILES: [CH3:1][O:2][C:3]1[CH:24]=[CH:23][C:6]2[C:7](=O)[CH2:8][N:9]([S:12]([C:15]3[CH:20]=[CH:19][C:18]([CH3:21])=[CH:17][CH:16]=3)(=[O:14])=[O:13])[CH2:10][CH2:11][C:5]=2[CH:4]=1.C([SiH](CC)CC)C>FC(F)(F)C(O)=O>[CH3:1][O:2][C:3]1[CH:24]=[CH:23][C:6]2[CH2:7][CH2:8][N:9]([S:12]([C:15]3[CH:16]=[CH:17][C:18]([CH3:21])=[CH:19][CH:20]=3)(=[O:13])=[O:14])[CH2:10][CH2:11][C:5]=2[CH:4]=1. Procedure: 7-Methoxy-3-(toluene-4-sulfonyl)-2,3,4,5-tetrahydro-benzo[d]azepin-1-one (8.0 g/23 mmol; prepared in 4 steps as described by Kanao et al. Chem. Pharm. Bull., 1982, 30, 180-188) was dissolved in trifluoroacetic acid (10 mL) and cooled to 0° C. Triethylsilane (ca. 20 mL/230 mmol) was then added via syringe (mild exotherm) and the reaction allowed to warm to room temperature overnight. The reaction was concentrated and the residue partitioned between diethyl ether and 1 M aqueous sodium hydroxide (... Starting materials: C1(=CC=C(C=C1)COC1=CC=C2CC(CNC2=C1)CCN(C)C)C1=CC=CC=C1 (7-(4-biphenylyl)methoxy-3-[2-(N,N-dimethylamino)ethyl]-1,2,3,4-tetrahydroquinoline), CS(=O)(=O)Cl (methanesulfonyl chloride). The solvent is O (water), N1=CC=CC=C1 (pyridine). Conditions: time 3 hour. Yields the product Cl.C1(=CC=C(C=C1)COC1=CC=C2CC(CN(C2=C1)S(=O)(=O)C)CCN(C)C)C1=CC=CC=C1 (7-(4-Biphenylyl)methoxy-3-[2-(N,N-dimethylamino)ethyl]-1,2,3,4-tetrahydro-1-methylsulfonylquinoline Hydrochloride). As a reaction SMILES: [C:1]1([C:24]2[CH:29]=[CH:28][CH:27]=[CH:26][CH:25]=2)[CH:6]=[CH:5][C:4]([CH2:7][O:8][C:9]2[CH:18]=[C:17]3[C:12]([CH2:13][CH:14]([CH2:19][CH2:20][N:21]([CH3:23])[CH3:22])[CH2:15][NH:16]3)=[CH:11][CH:10]=2)=[CH:3][CH:2]=1.[CH3:30][S:31]([Cl:34])(=[O:33])=[O:32]>N1C=CC=CC=1.O>[ClH:34].[C:1]1([C:24]2[CH:25]=[CH:26][CH:27]=[CH:28][CH:29]=2)[CH:2]=[CH:3][C:4]([CH2:7][O:8][C:9]2[CH:18]=[C:17]3[C:12]([CH2:13][CH:14]([CH2:19][CH2:20][N:21]([CH3:23])[CH3:22])[CH2:15][N:16]3[S:31]([CH3:30])(=[O:33])=[O:32])=[CH:11][CH:10]=2)=[CH:5][CH:6]=1 |f:4.5|. Procedure details: To a solution of 7-(4-biphenylyl)methoxy-3-[2-(N,N-dimethylamino)ethyl]-1,2,3,4-tetrahydroquinoline (110 mg) in pyridine (5 ml) was added methanesulfonyl chloride (0.03 ml) in an ice bath. The reaction mixture was stirred at room temperature for 3 hr. The reaction mixture was diluted with water and extracted with ethyl acetate. The organic layer was washed with saturated aqueous sodium chloride, dried, and concentrated. The residue was purified by alumina column chromatography (eluent: ethyl ace... Reactants: C(C(=O)CC(=O)O)C(=O)/C=C\C(=O)O (maleylacetoacetate), prostaglandin, N[C@H](C(=O)O)CCC(=O)N[C@@H](CS)C(=O)NCC(=O)O (Glutathione), C=O (formaldehyde), ClC(C(C1=CC=C(C=C1)Cl)C1=CC=C(C=C1)Cl)(Cl)Cl (dichlorodiphenyltrichloroethane). Product: CC(=O)C=O (methylglyoxal), N[C@H](C(=O)O)CCC(=O)N[C@@H](CS)C(=O)NCC(=O)O (glutathione). RXN SMILES: [NH2:1][C@@H:2]([CH2:6][CH2:7][C:8]([NH:10][C@H:11]([C:14]([NH:16][CH2:17][C:18]([OH:20])=[O:19])=[O:15])[CH2:12][SH:13])=[O:9])[C:3]([OH:5])=[O:4].C=O.C(C(/C=C\C(O)=O)=O)C(CC(O)=O)=[O:25].ClC(Cl)(Cl)C(C1C=CC(Cl)=CC=1)C1C=CC(Cl)=CC=1>>[CH3:6][C:2]([CH:3]=[O:5])=[O:25].[NH2:1][C@@H:2]([CH2:6][CH2:7][C:8]([NH:10][C@H:11]([C:14]([NH:16][CH2:17][C:18]([OH:20])=[O:19])=[O:15])[CH2:12][SH:13])=[O:9])[C:3]([OH:5])=[O:4]. Procedure: Glutathione functions as a co-enzyme for formaldehyde dehydrogenase, maleylacetoacetate isomerase, glyoxalase, prostaglandin endoperoxidase isomerases, and dichlorodiphenyltrichloroethane dehydrochlorinase and similar enzymes. In the glyoxalase reaction, the hemimercaptal formed nonenzymatically by reaction of methylglyoxal and glutathione (GSH) is converted by glyoxalase I to S-lactyl-Glutathione, which is split by glyoxalase II to D-lactate and Glutathione. In the formaldehyde dehydrogenase re... Starting materials: FC1=CC=C(C=C1)C1C(NC(O1)=O)CC1=CC(=C(C=C1)C(F)(F)F)F ((4RS,5SR)-5-(4-fluorophenyl)-4-((3-fluoro-4-(trifluoromethyl)phenyl)methyl)-1,3-oxazolidin-2-one), [OH-].[Na+] (sodium hydroxide). The solvent is C(C)O (ethanol). Yields the product NC(C(O)C1=CC=C(C=C1)F)CC1=CC(=C(C=C1)C(F)(F)F)F ((1RS,2SR)-2-amino-1-(4-fluorophenyl)-3-(3-fluoro-4-(trifluoromethyl)phenyl)-1-propanol). The yield is 86.5%. As a reaction SMILES: [F:1][C:2]1[CH:7]=[CH:6][C:5]([CH:8]2[O:12]C(=O)[NH:10][CH:9]2[CH2:14][C:15]2[CH:20]=[CH:19][C:18]([C:21]([F:24])([F:23])[F:22])=[C:17]([F:25])[CH:16]=2)=[CH:4][CH:3]=1.[OH-].[Na+]>C(O)C>[NH2:10][CH:9]([CH2:14][C:15]1[CH:20]=[CH:19][C:18]([C:21]([F:24])([F:22])[F:23])=[C:17]([F:25])[CH:16]=1)[CH:8]([C:5]1[CH:6]=[CH:7][C:2]([F:1])=[CH:3][CH:4]=1)[OH:12] |f:1.2|. Procedure: To a solution of (4RS,5SR)-5-(4-fluorophenyl)-4-((3-fluoro-4-(trifluoromethyl)phenyl)methyl)-1,3-oxazolidin-2-one (4.0 g, 11.2 mmol) in ethanol (70 ml) was added 8N aqueous sodium hydroxide solution (7.0 ml, 56 mmol) and the mixture was heated under reflux for 6 hrs. The reaction solution was concentrated, diluted with water (300 ml) and extracted with ethyl acetate (300 ml×2). The extract was washed with saturated brine, dried over anhydrous magnesium sulfate and evaporated under reduced pressu... The reactants are ClC1=C(C=CC(=C1)Cl)C=1N=C(C(=NC1CC)N[C@H]1[C@H](CC2=CC=CC=C12)OCC)CC (5-(2,4-dichlorophenyl)-N-[(1R,2S)-2-ethoxy-2,3-dihydro-1H-inden-1-yl]-3,6-diethylpyrazin-2-amine), BrCC1CC1 ((bromomethyl)cyclopropane). Product: C1(CC1)CO[C@@H]1[C@@H](C2=CC=CC=C2C1)NC1=NC(=C(N=C1CC)C1=C(C=C(C=C1)Cl)Cl)CC (N-[(1R,2S)-2-(cyclopropylmethoxy)-2,3-dihydro-1H-inden-1-yl]-5-(2,4-dichlorophenyl)-3,6-diethylpyrazin-2-amine). As a reaction SMILES: [Cl:1][C:2]1[CH:7]=[C:6]([Cl:8])[CH:5]=[CH:4][C:3]=1[C:9]1[N:10]=[C:11]([CH2:30][CH3:31])[C:12]([NH:17][C@@H:18]2[C:26]3[C:21](=[CH:22][CH:23]=[CH:24][CH:25]=3)[CH2:20][C@@H:19]2[O:27][CH2:28][CH3:29])=[N:13][C:14]=1[CH2:15][CH3:16].Br[CH2:33][CH:34]1CC1>>[CH:29]1([CH2:28][O:27][C@H:19]2[CH2:20][C:21]3[C:26](=[CH:25][CH:24]=[CH:23][CH:22]=3)[C@H:18]2[NH:17][C:12]2[C:11]([CH2:30][CH3:31])=[N:10][C:9]([C:3]3[CH:4]=[CH:5][C:6]([Cl:8])=[CH:7][C:2]=3[Cl:1])=[C:14]([CH2:15][CH3:16])[N:13]=2)[CH2:34][CH2:33]1. Procedure: Following the procedure for the preparation of 5-(2,4-dichlorophenyl)-N-[(1R,2S)-2-ethoxy-2,3-dihydro-1H-inden-1-yl]-3,6-diethylpyrazin-2-amine but substituting (bromomethyl)cyclopropane and making non-critical variations provided the title compound as a yellow amorphous solid. IR (liq.) 3442, 2971, 2935, 2874, 1565, 1552, 1498, 1471, 1393, 1206, 1184, 1101, 1077, 1021, 740 cm−1; OAMS supporting ions at: ESI+ 481.8; MS (EI) m/z 481 (M+); HRMS (FAB) calcd for C27H29CL2N3O +H1 482.1766, found 482.... Starting materials: C12(CC3CC(CC(C1)C3)C2)O (1-adamantanol), O.C1(=CC=C(C=C1)S(=O)(=O)O)C (p-toluenesulfonic acid monohydrate), CCCCCCC (heptane), C1(O)=CC(O)=CC=C1 (resorcinol). Conditions: time 1 hour. Product: C12(CC3CC(CC(C1)C3)C2)C2=C(C=C(C(=C2)C23CC1CC(CC(C2)C1)C3)O)O (4,6-bis(1-adamantyl)-1,3-dihydroxybenzene). Isolated yield 86.0%. As a reaction SMILES: [C:1]12(O)[CH2:10][CH:5]3[CH2:6][CH:7]([CH2:9][CH:3]([CH2:4]3)[CH2:2]1)[CH2:8]2.O.[C:13]1([CH3:23])[CH:18]=[CH:17][C:16](S(O)(=O)=O)=[CH:15][CH:14]=1.[C:24]1([CH:31]=[CH:30][CH:29]=[C:27]([OH:28])[CH:26]=1)[OH:25].[CH3:32][CH2:33][CH2:34]CCCC>>[C:1]12([C:29]3[CH:30]=[C:31]([C:13]45[CH2:18][CH:17]6[CH2:32][CH:33]([CH2:34][CH:15]([CH2:16]6)[CH2:14]4)[CH2:23]5)[C:24]([OH:25])=[CH:26][C:27]=3[OH:28])[CH2:10][CH:5]3[CH2:6][CH:7]([CH2:9][CH:3]([CH2:4]3)[CH2:2]1)[CH2:8]2 |f:1.2|. Procedure details: A 500 mL four-necked flask equipped with a reflux condenser, a stirrer, a thermometer, and a nitrogen inlet tube was charged with 28.1 g (0.18 mol) of 1-adamantanol, 15.84 g (0.09 mol) of p-toluenesulfonic acid monohydrate, and 300 mL of heptane and replaced with nitrogen. The mixture was added with 9.9 g (0.09 mol) of resorcinol. The flask was immersed in an oil bath at 100° C. and the mixture was heated while stirring for 1 hour. After cooling the reaction mixture, the solid content was collec...